Task: describe an organic reaction: reactants, conditions, products, and yield. Dataset: the Open Reaction Database (ORD), a public repository of structured organic reaction records Reactants: BrC1=CC=CC=C1 (bromobenzene), C([O-])([O-])=O.[K+].[K+] (potassium carbonate), COC=1C=CC=2C[C@@H]3C4=C[C@H](C(=C[C@@]4(C2C1O)CCN3C)OC)C (3,6-Dimethoxy-7β,17-dimethyl-4-hydroxy-5,6,8,14-tetradehydromorphinane). The reagents and catalysts are [Cu] (copper). Run in N1=CC=CC=C1 (pyridine), N1=CC=CC=C1 (pyridine). Product: COC=1C=CC=2C[C@@H]3C4=C[C@H](C(=C[C@@]4(C2C1OC1=CC=CC=C1)CCN3C)OC)C (3,6-Dimethoxy-7β,17-dimethyl-4-phenoxy-5,6,8,14-tetradehydromorphinane). Yield: 84.6%. RXN SMILES: [CH3:1][O:2][C:3]1[CH:4]=[CH:5][C:6]2[CH2:7][C@H:8]3[N:20]([CH3:21])[CH2:19][CH2:18][C@@:14]4([C:15]=2[C:16]=1[OH:17])[C:9]3=[CH:10][C@@H:11]([CH3:24])[C:12]([O:22][CH3:23])=[CH:13]4.Br[C:26]1[CH:31]=[CH:30][CH:29]=[CH:28][CH:27]=1.C(=O)([O-])[O-].[K+].[K+]>N1C=CC=CC=1.[Cu]>[CH3:1][O:2][C:3]1[CH:4]=[CH:5][C:6]2[CH2:7][C@H:8]3[N:20]([CH3:21])[CH2:19][CH2:18][C@@:14]4([C:15]=2[C:16]=1[O:17][C:26]1[CH:31]=[CH:30][CH:29]=[CH:28][CH:27]=1)[C:9]3=[CH:10][C@@H:11]([CH3:24])[C:12]([O:22][CH3:23])=[CH:13]4 |f:2.3.4|. Reported procedure: Compound 2 (18.80 g, 42 mmol) was dried by azeotropic distillation several times with pyridine and then dissolved in pyridine (100 ml). To this solution was added bromobenzene (4.90 ml, 46 mmol), powdered potassium carbonate (6.40 g, 46 mmol) and 40μ copper powder (1.34 g, 21 mmol) and the resulting mixture refluxed under argon for 48 hours. The solution was filtered while hot, the insoluble material washed with warm pyridine and the filtrate evaporated to dryness. The residue was dissolved in b... The reactants are O (water), cupric acetate, CS(=O)C (DMSO), C([O-])([O-])=O.[K+].[K+] (potassium carbonate), BrC=1C=C(C=CC1)Cl (3-Bromochlorobenzene), C (charcoal). Product: ClC=1C=C(C=CC1)SC1=C(C(=O)O)C=CC=C1 (2-[(3-chlorophenyl)thio]benzoic acid). Yield: 85.0%. As a reaction SMILES: [C:1](=[O:4])([O-])[O-:2].[K+].[K+].Br[C:8]1[CH:9]=[C:10]([Cl:14])[CH:11]=[CH:12][CH:13]=1.O.[CH4:16].C[S:18]([CH3:20])=O>>[Cl:14][C:10]1[CH:9]=[C:8]([S:18][C:20]2[CH:12]=[CH:13][CH:8]=[CH:9][C:16]=2[C:1]([OH:2])=[O:4])[CH:13]=[CH:12][CH:11]=1 |f:0.1.2|. Procedure details: A mixture of thiosolicyclic acid (50.14 g. 0.33 mol) and cupric acetate (5.0 g) in DMSO (500 mL) was brought to reflux and potassium carbonate (54.3 g) was added in portion. 3-Bromochlorobenzene (42 mL, 0.36 mol) was then added via syringe and the mixture was refluxed for 3 hours. The reaction mixture was poured into water, treated with charcoal and filtered through celite. The filtrate was acidified with concentrated HCl and the precipitate which formed was collected by filtration, washed with ... The reactants are [I-].ClC1=CC=C(C=C1)N1/C(/SCC1)=N/C(=O)N1C=[N+](C=C1)C (1-({[(2Z)-3-(4-chlorophenyl)-1,3-thiazolidin-2-ylidene]amino}carbonyl)-3-methyl-1H-imidazol-3-ium iodide), C(C)(C)N(CC)C(C)C (diisopropylethylamine), FC=1C=C(C=CC1)CNC (1-(3-fluorophenyl)-N-methylmethanamine). Solvent: C(C)#N (acetonitrile). The product is ClC1=CC=C(C=C1)N1/C(/SCC1)=N/C(N(C)CC1=CC(=CC=C1)F)=O (N′-[(2Z)-3-(4-chlorophenyl)-1,3-thiazolidin-2-ylidene]-N-(3-fluorobenzyl)-N-methylurea). RXN SMILES: [I-].[Cl:2][C:3]1[CH:8]=[CH:7][C:6]([N:9]2[CH2:13][CH2:12][S:11]/[C:10]/2=[N:14]\[C:15]([N:17]2[CH:21]=[CH:20][N+](C)=[CH:18]2)=[O:16])=[CH:5][CH:4]=1.C(N(C(C)C)CC)(C)C.[F:32][C:33]1[CH:34]=C(CNC)[CH:36]=[CH:37][CH:38]=1>C(#N)C>[Cl:2][C:3]1[CH:4]=[CH:5][C:6]([N:9]2[CH2:13][CH2:12][S:11]/[C:10]/2=[N:14]\[C:15](=[O:16])[N:17]([CH2:21][C:20]2[CH:36]=[CH:37][CH:38]=[C:33]([F:32])[CH:34]=2)[CH3:18])=[CH:7][CH:8]=1 |f:0.1|. Procedure details: To a solution of 1-({[(2Z)-3-(4-Chlorophenyl)-1,3-thiazolidin-2-ylidene]amino}carbonyl)-3-methyl-1H-imidazol-3-ium iodide (94 mg, 0.209 mmol, Example 25B) in dry acetonitrile (3 mL) were added diisopropylethylamine (0.040 mL, 0.230 mmol) and 1-(3-fluorophenyl)-N-methylmethanamine (0.032 mL, 0.230 mmol). The mixture was heated for 2 hours, and then cooled and concentrated under reduced pressure. The residue was purified by chromatography over silica using dichloromethane:methanol 95:5 as eluent t... Reactants: BrC1=CC=CC(=N1)N1CCN(CC(C1)O)C(=O)OC(C)(C)C (tert-butyl 4-(6-bromopyridin-2-yl)-6-hydroxy-1,4-diazepane-1-carboxylate), CC(=O)OI1(C2=CC=CC=C2C(=O)O1)(OC(=O)C)OC(=O)C ((1,1,1-triacetoxy)-1,1-dihydro-1,2-benziodoxol-3(1H)-one). The solvent is C(Cl)Cl (DCM). Run at time 8 hour. Yields the product BrC1=CC=CC(=N1)N1CCN(CC(C1)=O)C(=O)OC(C)(C)C (tert-butyl 4-(6-bromopyridin-2-yl)-6-oxo-1,4-diazepane-1-carboxylate). Yield: 80.7%. RXN SMILES: [Br:1][C:2]1[N:7]=[C:6]([N:8]2[CH2:14][CH:13]([OH:15])[CH2:12][N:11]([C:16]([O:18][C:19]([CH3:22])([CH3:21])[CH3:20])=[O:17])[CH2:10][CH2:9]2)[CH:5]=[CH:4][CH:3]=1.CC(OI1(OC(C)=O)(OC(C)=O)OC(=O)C2C1=CC=CC=2)=O>C(Cl)Cl>[Br:1][C:2]1[N:7]=[C:6]([N:8]2[CH2:14][C:13](=[O:15])[CH2:12][N:11]([C:16]([O:18][C:19]([CH3:22])([CH3:21])[CH3:20])=[O:17])[CH2:10][CH2:9]2)[CH:5]=[CH:4][CH:3]=1. Procedure details: To a mixture of tert-butyl 4-(6-bromopyridin-2-yl)-6-hydroxy-1,4-diazepane-1-carboxylate (1.05 g, 2.83 mmol) from Examples 88, 89, 148 in DCM (35 mL) at 0° C. was added (1,1,1-triacetoxy)-1,1-dihydro-1,2-benziodoxol-3(1H)-one (2.40 g, 5.66 mmol). The mixture was stirred overnight, quenched with brine (40 mL) and DCM (30 mL), and extracted with DCM (100 mL×3), and concentrated under reduced pressure. The residue was purified by silica gel chromatography using petroleum ether/ethyl acetate (5% to ... Reactants: CCOC(C(=O)NCc1ccc(C(=N)NC(=O)OCc2ccccc2)cc1)c1c(F)cc(O)cc1F, ClCCl, CC(C)(C)OC(=O)N=NC(=O)OC(C)(C)C, OCCN1CCOCC1, c1ccc(P(c2ccccc2)c2ccccc2)cc1. Yields the product CCOC(C(=O)NCc1ccc(C(=N)NC(=O)OCc2ccccc2)cc1)c1c(F)cc(OCCN2CCOCC2)cc1F. Reaction SMILES: [CH2:1]([c:2]1[cH:3][cH:4][cH:5][cH:6][cH:7]1)[O:8][C:9]([NH:10][C:11](=[NH:12])[c:13]1[cH:14][cH:15][c:16]([CH2:19][NH:20][C:21]([CH:22]([O:23][CH2:24][CH3:25])[c:26]2[c:27]([F:34])[cH:28][c:29]([OH:33])[cH:30][c:31]2[F:32])=[O:35])[cH:17][cH:18]1)=[O:36].[Cl:81][CH2:82][Cl:83].[N:65]([C:66]([O:67][C:68]([CH3:69])([CH3:70])[CH3:71])=[O:72])=[N:73][C:74]([O:75][C:76]([CH3:77])([CH3:78])[CH3:79])=[O:80].[OH:37][CH2:38][CH2:39][N:40]1[CH2:41][CH2:42][O:43][CH2:44][CH2:45]1.[c:46]1([P:47]([c:48]2[cH:49][cH:50][cH:51][cH:52][cH:53]2)[c:54]2[cH:55][cH:56][cH:57][cH:58][cH:59]2)[cH:60][cH:61][cH:62][cH:63][cH:64]1>>[CH2:1]([c:2]1[cH:3][cH:4][cH:5][cH:6][cH:7]1)[O:8][C:9]([NH:10][C:11](=[NH:12])[c:13]1[cH:14][cH:15][c:16]([CH2:19][NH:20][C:21]([CH:22]([O:23][CH2:24][CH3:25])[c:26]2[c:27]([F:34])[cH:28][c:29]([O:33][CH2:38][CH2:39][N:40]3[CH2:41][CH2:42][O:43][CH2:44][CH2:45]3)[cH:30][c:31]2[F:32])=[O:35])[cH:17][cH:18]1)=[O:36]. Yields the product C(C)N1C=C(C=C1)C(C1=CC(=C(C(=C1)C(C)(C)C)O)C(C)(C)C)=O (N-ethyl-3-(3,5-di-t-butyl-4-hydroxybenzoyl)pyrrole). Reaction SMILES: [C:1]([C:5]1[CH:6]=[C:7]([CH:15]=[C:16]([C:19]([CH3:22])([CH3:21])[CH3:20])[C:17]=1[OH:18])[C:8]([C:10]1[CH:14]=[CH:13][NH:12][CH:11]=1)=[O:9])([CH3:4])([CH3:3])[CH3:2].[H-].[Na+].[CH2:25](I)[CH3:26]>CN(C)C=O>[CH2:25]([N:12]1[CH:13]=[CH:14][C:10]([C:8](=[O:9])[C:7]2[CH:6]=[C:5]([C:1]([CH3:4])([CH3:3])[CH3:2])[C:17]([OH:18])=[C:16]([C:19]([CH3:22])([CH3:21])[CH3:20])[CH:15]=2)=[CH:11]1)[CH3:26] |f:1.2|. Procedure: 2 G (6.6 mmol) of 3-(3,5-di-t-butyl-4-hydroxybenzoyl)pyrrole were added to a cooled, stirred suspension of 0.70 g of sodium hydride (50% in mineral oil) in 50 ml of anhydrous dimethylformamide under nitrogen. After 30 minutes at room temperature, 0.7 ml of ethyl iodide was added, and stirring at room temperature was continued for an additional 2 hours. The reaction mixture was poured over a 10% HCl--ice mixture, then extracted three times with 250 ml ethyl acetate. The organic layer was washed f... Reactants: C(C)(C)(C)C=1C=C(C(=O)C2=CNC=C2)C=C(C1O)C(C)(C)C (3-(3,5-di-t-butyl-4-hydroxybenzoyl)pyrrole), [H-].[Na+] (sodium hydride), HCl-, C(C)I (ethyl iodide). Solvent: CN(C=O)C (dimethylformamide). Reaction conditions: time 30 minute. The product is CCCCCCCCc1ccc2c(c1)CC(C(NC(C)=O)(C(=O)OCC)C(=O)OCC)C2=O. Reaction SMILES: [Br:18][CH:19]1[C:20](=[O:36])[c:21]2[cH:22][cH:23][c:24]([CH2:28][CH2:29][CH2:30][CH2:31][CH2:32][CH2:33][CH2:34][CH3:35])[cH:25][c:26]2[CH2:27]1.[C:3]([CH3:4])(=[O:5])[NH:6][CH:7]([C:8](=[O:9])[O:10][CH2:11][CH3:12])[C:13](=[O:14])[O:15][CH2:16][CH3:17].[H-:2].[Na+:1].[O:37]=[CH:38][N:39]([CH3:40])[CH3:41]>>[C:3]([CH3:4])(=[O:5])[NH:6][C:7]([C:8](=[O:9])[O:10][CH2:11][CH3:12])([C:13](=[O:14])[O:15][CH2:16][CH3:17])[CH:19]1[C:20](=[O:36])[c:21]2[cH:22][cH:23][c:24]([CH2:28][CH2:29][CH2:30][CH2:31][CH2:32][CH2:33][CH2:34][CH3:35])[cH:25][c:26]2[CH2:27]1. The reactants are CCCCCCCCc1ccc2c(c1)CC(Br)C2=O, CCOC(=O)C(NC(C)=O)C(=O)OCC, [H-], [Na+], CN(C)C=O.